This data is from the Open Reaction Database (ORD), a public repository of structured organic reaction records. The task is: describe an organic reaction: reactants, conditions, products, and yield Starting materials: CC1(C)COc2c(C(=O)c3ccccc3)cc(Br)cc21, CC[SiH](CC)CC, ClCCl, O=C(O)C(F)(F)F. The product is CC1(C)COc2c(Cc3ccccc3)cc(Br)cc21. As a reaction SMILES: [C:1]([c:2]1[cH:3][cH:4][cH:5][cH:6][cH:7]1)(=[O:8])[c:9]1[cH:10][c:11]([Br:20])[cH:12][c:13]2[c:17]1[O:16][CH2:15][C:14]2([CH3:18])[CH3:19].[CH2:28]([SiH:29]([CH2:30][CH3:31])[CH2:32][CH3:33])[CH3:34].[Cl:35][CH2:36][Cl:37].[OH:21][C:22]([C:23]([F:24])([F:25])[F:26])=[O:27]>>[CH2:1]([c:2]1[cH:3][cH:4][cH:5][cH:6][cH:7]1)[c:9]1[cH:10][c:11]([Br:20])[cH:12][c:13]2[c:17]1[O:16][CH2:15][C:14]2([CH3:18])[CH3:19]. The reactants are C(C)(C)(C)OC(=O)N1CC(C1)C(N)=S (3-thiocarbamoyl-azetidine-1-carboxylic acid tert-butyl ester), ClCC(C)=O (chloroacetone). The solvent is CO (MeOH). Conditions: temperature 90 celsius, time 3 hour. The product is C(C)(C)(C)OC(=O)N1CC(C1)C=1SC=C(N1)C (3-(4-Methyl-thiazol-2-yl)-azetidine-1-carboxylic acid tert-butyl ester). RXN SMILES: [C:1]([O:5][C:6]([N:8]1[CH2:11][CH:10]([C:12](=[S:14])[NH2:13])[CH2:9]1)=[O:7])([CH3:4])([CH3:3])[CH3:2].Cl[CH2:16][C:17](=O)[CH3:18]>CO>[C:1]([O:5][C:6]([N:8]1[CH2:9][CH:10]([C:12]2[S:14][CH:16]=[C:17]([CH3:18])[N:13]=2)[CH2:11]1)=[O:7])([CH3:4])([CH3:2])[CH3:3]. Procedure details: To 145 mg (0.67 mmol) 3-thiocarbamoyl-azetidine-1-carboxylic acid tert-butyl ester in 3 mL MeOH in a sealed tube was added 64 μL (0.8 mmol) chloroacetone, and the reaction was stirred at 90° C. for 3 hours. After evaporation of the solvent the product was purified by column chromatography (silica, heptane/EtOAc 8:2 to 6:4).